From a dataset of the Open Reaction Database (ORD), a public repository of structured organic reaction records. describe an organic reaction: reactants, conditions, products, and yield Starting materials: C(C#C)[C@@H](C(=O)O)[C@@H](C)O ((2R,3R)-2-(2-propyne-1-yl)-3-hydroxybutanoic acid), O1C(CCCC1)ON (2-tetrahydropyranyloxyamine), C(CCl)Cl (EDC). Run in ClCCl (dichloromethane), ClCCl (dichloromethane). Reaction conditions: temperature 23 celsius, time 4 hour. Yields the product O1C(CCCC1)ONC([C@@H]([C@@H](C)O)CC#C)=O ((2R,3R)-2-(2-propyne-1-yl)-3-hydroxybutanoic acid 2-tetrahydropyranyloxyamide). Isolated yield 37.3%. Reaction SMILES: [CH2:1]([C@H:4]([C@H:8]([OH:10])[CH3:9])[C:5]([OH:7])=O)[C:2]#[CH:3].[O:11]1[CH2:16][CH2:15][CH2:14][CH2:13][CH:12]1[O:17][NH2:18].C(Cl)CCl>ClCCl>[O:11]1[CH2:16][CH2:15][CH2:14][CH2:13][CH:12]1[O:17][NH:18][C:5](=[O:7])[C@H:4]([CH2:1][C:2]#[CH:3])[C@H:8]([OH:10])[CH3:9]. Procedure details: To a solution of (2R,3R)-2-(2-propyne-1-yl)-3-hydroxybutanoic acid (3.0 g, 21.13 mmol) in dichloromethane (50 mL) is added 2-tetrahydropyranyloxyamine (3.0 g, 25.35 mmol) and EDC (4.5 g, 23.24 mmol). The resulting solution is stirred at 23° C. for 4 h, then diluted with dichloromethane (100 mL) and washed with 1 M hydrochloric acid. The combined organic layers were dried over anhydrous magnesium sulfate and concentrated under reduced pressure to provide (2R,3R)-2-(2-propyne-1-yl)-3-hydroxybutano...